Dataset: the Open Reaction Database (ORD), a public repository of structured organic reaction records. Task: describe an organic reaction: reactants, conditions, products, and yield Reactants: CC(O)=S, O=C([O-])[O-], CC(C)C(Br)C(=O)NC(C(=O)NCCc1ccccc1)C(=O)NCCc1ccccc1, CN(C)C=O, [Cs+], [Cs+], O. The product is CC(=S)C(C(=O)NC(C(=O)NCCc1ccccc1)C(=O)NCCc1ccccc1)C(C)C. Reaction SMILES: [C:32]([CH3:33])(=[S:34])[OH:35].[C:41](=[O:42])([O-:43])[O-:44].[CH2:1]([CH2:2][c:3]1[cH:4][cH:5][cH:6][cH:7][cH:8]1)[NH:9][C:10]([CH:11]([C:12](=[O:13])[NH:14][CH2:15][CH2:16][c:17]1[cH:18][cH:19][cH:20][cH:21][cH:22]1)[NH:23][C:24]([CH:25]([CH:26]([CH3:27])[CH3:28])[Br:29])=[O:30])=[O:31].[CH3:36][N:37]([CH3:38])[CH:39]=[O:40].[Cs+:45].[Cs+:46].[OH2:47]>>[CH2:1]([CH2:2][c:3]1[cH:4][cH:5][cH:6][cH:7][cH:8]1)[NH:9][C:10]([CH:11]([C:12](=[O:13])[NH:14][CH2:15][CH2:16][c:17]1[cH:18][cH:19][cH:20][cH:21][cH:22]1)[NH:23][C:24]([CH:25]([CH:26]([CH3:27])[CH3:28])[C:32]([CH3:33])=[S:34])=[O:30])=[O:31].